Dataset: the Open Reaction Database (ORD), a public repository of structured organic reaction records. Task: describe an organic reaction: reactants, conditions, products, and yield Reactants: C(C)OCC(=O)Cl (Ethoxyacetyl chloride), C(C1=CC=CC=C1)OC=1C=C2C(=C(C=NC2=CC1)N)NCC(C)C (6-benzyloxy-N4-(2-methylpropyl)quinoline-3,4-diamine). Solvent: N1=CC=CC=C1 (pyridine). Yields the product C(C1=CC=CC=C1)OC1=CC=2C3=C(C=NC2C=C1)N=C(N3CC(C)C)COCC (8-benzyloxy-2-ethoxymethyl-1-(2-methylpropyl)-1H-imidazo[4,5-c]quinoline). The yield is 32.7%. RXN SMILES: [CH2:1]([O:3][CH2:4][C:5](Cl)=O)[CH3:2].[CH2:8]([O:15][C:16]1[CH:17]=[C:18]2[C:23](=[CH:24][CH:25]=1)[N:22]=[CH:21][C:20]([NH2:26])=[C:19]2[NH:27][CH2:28][CH:29]([CH3:31])[CH3:30])[C:9]1[CH:14]=[CH:13][CH:12]=[CH:11][CH:10]=1>N1C=CC=CC=1>[CH2:8]([O:15][C:16]1[CH:25]=[CH:24][C:23]2[N:22]=[CH:21][C:20]3[N:26]=[C:5]([CH2:4][O:3][CH2:1][CH3:2])[N:27]([CH2:28][CH:29]([CH3:31])[CH3:30])[C:19]=3[C:18]=2[CH:17]=1)[C:9]1[CH:10]=[CH:11][CH:12]=[CH:13][CH:14]=1. Procedure: Ethoxyacetyl chloride (3.81 g, 31.1 mmol) was slowly added to a chilled solution of 6-benzyloxy-N4-(2-methylpropyl)quinoline-3,4-diamine (9.1 g, 28.3 mmol) in pyridine (60 mL). The reaction was allowed to warm to ambient temperature and then heated at reflux for three hours. The solvent was removed under reduced pressure, and the residue was dissolved in dichloromethane (200 mL). The resulting solution was washed with water (3×100 mL) and concentrated under reduced pressure. The concentrated sol...